This data is from the Open Reaction Database (ORD), a public repository of structured organic reaction records. The task is: describe an organic reaction: reactants, conditions, products, and yield Starting materials: Clc1ccc2ncc(Br)n2c1, O=C([O-])[O-], COc1cc(B(O)O)ccn1, [Na+], [Na+], C1COCCO1, O. The product is COc1cc(-c2cnc3ccc(Cl)cn23)ccn1. RXN SMILES: [Br:1][c:2]1[cH:3][n:4][c:5]2[n:6]1[cH:7][c:8]([Cl:11])[cH:9][cH:10]2.[C:23](=[O:24])([O-:25])[O-:26].[CH3:12][O:13][c:14]1[n:15][cH:16][cH:17][c:18]([B:20]([OH:21])[OH:22])[cH:19]1.[Na+:27].[Na+:28].[O:29]1[CH2:30][CH2:31][O:32][CH2:33][CH2:34]1.[OH2:35]>>[c:2]1(-[c:18]2[cH:17][cH:16][n:15][c:14]([O:13][CH3:12])[cH:19]2)[cH:3][n:4][c:5]2[n:6]1[cH:7][c:8]([Cl:11])[cH:9][cH:10]2. Starting materials: NCC1CC2=C(CC1)C1=C(N=CN=C1NC1=CC3=C(NC(S3)=O)C=C1)S2 ((RS)-6-{[7-(Aminomethyl)-5,6,7,8-tetrahydro[1]benzothieno[2,3-d]pyrimidin-4-yl]amino}-1,3-benzothiazol-2(3H)-one), OC(C(=O)O)C ((RS)-2-hydroxypropanoic acid). Yields the product OC(C(=O)NCC1CC2=C(CC1)C1=C(N=CN=C1NC1=CC3=C(NC(S3)=O)C=C1)S2)C ((2RS)-2-Hydroxy-N-({(7RS)-4-[(2-oxo-2,3-dihydro-1,3-benzothiazol-6-yl)amino]-5,6,7,8-tetrahydro[1]benzothieno[2,3-d]pyrimidin-7-yl}methyl)propanamide). As a reaction SMILES: [NH2:1][CH2:2][CH:3]1[CH2:8][CH2:7][C:6]2[C:9]3[C:14]([NH:15][C:16]4[CH:25]=[CH:24][C:19]5[NH:20][C:21](=[O:23])[S:22][C:18]=5[CH:17]=4)=[N:13][CH:12]=[N:11][C:10]=3[S:26][C:5]=2[CH2:4]1.[OH:27][CH:28]([CH3:32])[C:29](O)=[O:30]>>[OH:27][CH:28]([CH3:32])[C:29]([NH:1][CH2:2][CH:3]1[CH2:8][CH2:7][C:6]2[C:9]3[C:14]([NH:15][C:16]4[CH:25]=[CH:24][C:19]5[NH:20][C:21](=[O:23])[S:22][C:18]=5[CH:17]=4)=[N:13][CH:12]=[N:11][C:10]=3[S:26][C:5]=2[CH2:4]1)=[O:30]. Procedure details: 75 mg (196 μmol) (RS)-6-{[7-(aminomethyl)-5,6,7,8-tetrahydro[1]benzothieno[2,3-d]pyrimidin-4-yl]amino}-1,3-benzothiazol-2(3H)-one (prepared according to example 20) were transformed in analogy to example 23 using (RS)-2-hydroxypropanoic acid to give after working up and purification 6.0 mg (6%) of the title compound. Starting materials: BrC=1C=C2CCCNC2=NC1C(OC)OC (6-bromo-7-(dimethoxymethyl)-1,2,3,4-tetrahydro-1,8-naphthyridine), BrC=1C=C2CCCNC2=NC1C(OC)OC (6-bromo-7-(dimethoxymethyl)-1,2,3,4-tetrahydro-1,8-naphthyridine), N1C=NC=C1 (imidazole), C(=O)([O-])[O-].[Cs+].[Cs+] (Cs2CO3). The reagents and catalysts are [Cu]I (CuI). The solvent is C(C)(=O)OCC (ethyl acetate), O (water), CN(C)C=O (DMF). Reaction conditions: temperature 120 celsius. Product: COC(C1=C(C=C2CCCNC2=N1)N1C=NC=C1)OC (7-(dimethoxymethyl)-6-(1H-imidazol-1-yl)-1,2,3,4-tetrahydro-1,8-naphthyridine). As a reaction SMILES: Br[C:2]1[CH:3]=[C:4]2[C:9](=[N:10][C:11]=1[CH:12]([O:15][CH3:16])[O:13][CH3:14])[NH:8][CH2:7][CH2:6][CH2:5]2.[NH:17]1[CH:21]=[CH:20][N:19]=[CH:18]1.C([O-])([O-])=O.[Cs+].[Cs+]>CN(C=O)C.C(OCC)(=O)C.O.[Cu]I>[CH3:14][O:13][CH:12]([O:15][CH3:16])[C:11]1[N:10]=[C:9]2[C:4]([CH2:5][CH2:6][CH2:7][NH:8]2)=[CH:3][C:2]=1[N:17]1[CH:21]=[CH:20][N:19]=[CH:18]1 |f:2.3.4|. Reported procedure: A suspension of 6-bromo-7-(dimethoxymethyl)-1,2,3,4-tetrahydro-1,8-naphthyridine (intermediate 12, 200 mg, 0.696 mmol), imidazole (66 mg, 0.969 mmol), Cs2CO3 (454 mg, 1.393 mmol) and CuI (27 mg, 0.142 mmol) in DMF (1.4 ml) was heated to 120° C. for 19 h. The reaction mixture was diluted with ethyl acetate and water, layers were separated and the aqueous layer was extracted with ethyl acetate (7×). Organic layers were combined, washed with water and brine, dried using Na2SO4, filtered, evaporated... Reactants: COC(=O)Cc1ccc(NC(=O)Nc2ccccc2C)c(Br)c1, C1CCOC1, [Na+], [OH-]. The product is Cc1ccccc1NC(=O)Nc1ccc(CC(=O)O)cc1Br. As a reaction SMILES: [Br:1][c:2]1[cH:3][c:4]([CH2:19][C:20](=[O:21])[O:22][CH3:23])[cH:5][cH:6][c:7]1[NH:8][C:9](=[O:10])[NH:11][c:12]1[c:13]([CH3:18])[cH:14][cH:15][cH:16][cH:17]1.[CH2:26]1[O:27][CH2:28][CH2:29][CH2:30]1.[Na+:25].[OH-:24]>>[Br:1][c:2]1[cH:3][c:4]([CH2:19][C:20](=[O:21])[OH:22])[cH:5][cH:6][c:7]1[NH:8][C:9](=[O:10])[NH:11][c:12]1[c:13]([CH3:18])[cH:14][cH:15][cH:16][cH:17]1. Reactants: ( B ), C(C)N1CCNCC1 (N-ethylpiperazine), BrC=1C=C2C(N(C=NC2=CC1)C=1C=C(C(=O)OC)C=CC1C)=O (methyl 3-(6-bromo-4-oxoquinazolin-3(4H)-yl)-4-methylbenzoate). Yields the product CC1=C(C=C(C(=O)OC)C=C1)N1C=NC2=CC=C(C=C2C1=O)N1CCN(CC1)CC (methyl 4-methyl-3-[6-(4-ethylpiperazin-1-yl)-4-oxoquinazolin-3(4H)-yl]benzoate). RXN SMILES: [CH2:1]([N:3]1[CH2:8][CH2:7][NH:6][CH2:5][CH2:4]1)[CH3:2].Br[C:10]1[CH:11]=[C:12]2[C:17](=[CH:18][CH:19]=1)[N:16]=[CH:15][N:14]([C:20]1[CH:21]=[C:22]([CH:27]=[CH:28][C:29]=1[CH3:30])[C:23]([O:25][CH3:26])=[O:24])[C:13]2=[O:31]>>[CH3:30][C:29]1[CH:28]=[CH:27][C:22]([C:23]([O:25][CH3:26])=[O:24])=[CH:21][C:20]=1[N:14]1[C:13](=[O:31])[C:12]2[C:17](=[CH:18][CH:19]=[C:10]([N:6]3[CH2:7][CH2:8][N:3]([CH2:1][CH3:2])[CH2:4][CH2:5]3)[CH:11]=2)[N:16]=[CH:15]1. Reported procedure: Using an analogous procedure to that described paragraph (B) in the portion of Example 1 which is concerned with the preparation of starting material N-ethylpiperazine was reacted with methyl 3-(6-bromo-4-oxoquinazolin-3(4H)-yl)-4-methylbenzoate to give methyl 4-methyl-3-[6-(4-ethylpiperazin-1-yl)-4-oxoquinazolin-3(4H)-yl]benzoate; NMR Spectrum: (DMSOd6) 1.05 (t, 3H), 2.17 (s, 3H), 2.40 (m, 2H), 2.53 (m, 4H), 3.29 (m, 4H), 3.87 (s, 3H), 7.48 (s, 1H), 7.63 (m, 3H), 7.97 (s, 1H), 8.02 (d, 1H), 8.1... Reactants: C(C)(C)(C)[Li] (tert-Butyl lithium), OC(CCCCCCCCCCCC)C=1C=C(OC1)[Si](C)(C)C (4-(1-hydroxytridecyl)-2-trimethylsilylfuran), BrCCCC(=O)Cl (4-bromobutyryl chloride), solution. The solvent is O1CCCC1 (tetrahydrofuran), O1CCCC1 (tetrahydrofuran), CCCCC (pentane). Run at time 20 minute. The product is BrCCCC(=O)OC(CCCCCCCCCCCC)C=1C=C(OC1)[Si](C)(C)C (4-[1-(4-Bromobutanoyloxy)tridecyl]-2-trimethylsilylfuran). As a reaction SMILES: C([Li])(C)(C)C.[OH:6][CH:7]([C:20]1[CH:21]=[C:22]([Si:25]([CH3:28])([CH3:27])[CH3:26])[O:23][CH:24]=1)[CH2:8][CH2:9][CH2:10][CH2:11][CH2:12][CH2:13][CH2:14][CH2:15][CH2:16][CH2:17][CH2:18][CH3:19].[Br:29][CH2:30][CH2:31][CH2:32][C:33](Cl)=[O:34]>CCCCC.O1CCCC1>[Br:29][CH2:30][CH2:31][CH2:32][C:33]([O:6][CH:7]([C:20]1[CH:21]=[C:22]([Si:25]([CH3:28])([CH3:27])[CH3:26])[O:23][CH:24]=1)[CH2:8][CH2:9][CH2:10][CH2:11][CH2:12][CH2:13][CH2:14][CH2:15][CH2:16][CH2:17][CH2:18][CH3:19])=[O:34]. Procedure details: tert-Butyl lithium (a 1.7 M solution in pentane; 0.25 ml, 0.43 mmol) was added dropwise to a solution of 4-(1-hydroxytridecyl)-2-trimethylsilylfuran (120.4 mg, 0.36 mmol) in tetrahydrofuran (6 ml) at 0° under argon. After 20 minutes, a solution of 4-bromobutyryl chloride (66 mg, 0.43 mmol) in tetrahydrofuran (1 ml) was added. Stirring was continued at room temperature for 16 hours and the mixture was quenched with water. Extraction (ethyl ether) and evaporation of the dried (magnesium sulphate) ... Reactants: O.Cl.N1CCC(CC1)=O (4-Piperidone hydrochloride monohydrate), ClCC1=CC(=NC=C1)C1=CC(=C(C(=C1)OC)OC)OC (4-chloromethyl-2-(3,4,5-trimethoxyphenyl)pyridine). Yields the product COC=1C=C(C=C(C1OC)OC)C1=NC=CC(=C1)CN1CCC(CC1)=O (1-[[2-(3,4,5-Trimethoxyphenyl)pyridin-4-yl]methyl]-4-piperidone). Reaction SMILES: O.Cl.[NH:3]1[CH2:8][CH2:7][C:6](=[O:9])[CH2:5][CH2:4]1.Cl[CH2:11][C:12]1[CH:17]=[CH:16][N:15]=[C:14]([C:18]2[CH:23]=[C:22]([O:24][CH3:25])[C:21]([O:26][CH3:27])=[C:20]([O:28][CH3:29])[CH:19]=2)[CH:13]=1>>[CH3:25][O:24][C:22]1[CH:23]=[C:18]([C:14]2[CH:13]=[C:12]([CH2:11][N:3]3[CH2:8][CH2:7][C:6](=[O:9])[CH2:5][CH2:4]3)[CH:17]=[CH:16][N:15]=2)[CH:19]=[C:20]([O:28][CH3:29])[C:21]=1[O:26][CH3:27] |f:0.1.2|. Procedure details: 4-Piperidone hydrochloride monohydrate (3.07 g) and 4-chloromethyl-2-(3,4,5-trimethoxyphenyl)pyridine (2.94 g) were coupled by the same manner as described in Example 2 to give the title compound. Reactants: FC(C1=C(C=CC=C1)NN)(F)F ((2-trifluoromethyl-phenyl)-hydrazine), COC(CCCN)OC (4-aminobutyraldehyde dimethyl acetal), [OH-].[NH4+] (ammonium hydroxide). Solvent: Cl (HCl). Reaction conditions: temperature 100 celsius, time 5 minute. Yields the product FC(C=1C=CC=C2C(=CNC12)CCN)(F)F (2-(7-Trifluoromethyl-1H-indol-3-yl)-ethylamine). RXN SMILES: [F:1][C:2]([F:12])([F:11])[C:3]1[CH:8]=[CH:7][CH:6]=[CH:5][C:4]=1[NH:9]N.CO[CH:15](OC)[CH2:16][CH2:17][CH2:18][NH2:19].[OH-].[NH4+]>Cl>[F:1][C:2]([F:12])([F:11])[C:3]1[CH:8]=[CH:7][CH:6]=[C:5]2[C:4]=1[NH:9][CH:15]=[C:16]2[CH2:17][CH2:18][NH2:19] |f:2.3|. Reported procedure: Combine in a 500 mL round bottom flask equipped with magnetic stirring, (2-trifluoromethyl-phenyl)-hydrazine (5.0 g, 28.4 mmol) and 4-aminobutyraldehyde dimethyl acetal (4.54 g, 34.1 mmol) and stir. After 5 minutes, slowly add 1N HCl (200 mL) and heat the reaction to 85° C. for 2 hours forming an orange-red colored solution. Increase the temperature to 100° C. for 10 minutes and cool to room temperature. Pour the reaction mixture over ice and stir for 10 minutes followed by adjustment to pH ˜10 ... Run at temperature 20 celsius, time 8 hour. The reactants are ClCC1=NC(=NO1)C1CC1 (5-chloromethyl-3-cyclopropyl-1,2,4-oxadiazole), O (water), C(C)(CC)OC1=CC=C(C=C1)O (4-(sec-butyloxy)-phenol), C([O-])([O-])=O.[K+].[K+] (potassium carbonate). Yields the product C(C)(CC)OC1=CC=C(OCC2=NC(=NO2)C2CC2)C=C1 (5-[4-(sec-butyloxy)-phenoxymethyl]-3-cyclopropyl-1,2,4-oxadiazole). Solvent: CN(C=O)C (dimethylformamide), CN(C=O)C (dimethylformamide). RXN SMILES: [CH:1]([O:5][C:6]1[CH:11]=[CH:10][C:9]([OH:12])=[CH:8][CH:7]=1)([CH2:3][CH3:4])[CH3:2].C(=O)([O-])[O-].[K+].[K+].Cl[CH2:20][C:21]1[O:25][N:24]=[C:23]([CH:26]2[CH2:28][CH2:27]2)[N:22]=1.O>CN(C)C=O>[CH:1]([O:5][C:6]1[CH:7]=[CH:8][C:9]([O:12][CH2:20][C:21]2[O:25][N:24]=[C:23]([CH:26]3[CH2:28][CH2:27]3)[N:22]=2)=[CH:10][CH:11]=1)([CH2:3][CH3:4])[CH3:2] |f:1.2.3|. The yield is 77.2%. Reported procedure: 5 g of 4-(sec-butyloxy)-phenol and 6.2 g of potassium carbonate are stirred in 50 ml of anhydrous dimethylformamide for 1 hour at 80° C. Subsequently, 4.8 g of 5-chloromethyl-3-cyclopropyl-1,2,4-oxadiazole in 20 ml anhydrous dimethylformamide is dripped in and the mixture stirred for 8 hours at 80° C. and overnight at room temperature (about 20° C.). The mixture is then poured into 100 ml of water and extracted three times with ethyl acetate, and the organic phases are dried over magnesium sulfa...